This data is from the Open Reaction Database (ORD), a public repository of structured organic reaction records. The task is: describe an organic reaction: reactants, conditions, products, and yield The product is ClC/C=C/C1=CC=C(C=C1)OC (1-((E)-3-Chloro-propenyl)-4-methoxy-benzene). RXN SMILES: [CH3:1][O:2][C:3]1[CH:8]=[CH:7][C:6]([CH:9](O)[CH:10]=[CH2:11])=[CH:5][CH:4]=1.S(Cl)([Cl:15])=O>C(OCC)C>[Cl:15][CH2:11]/[CH:10]=[CH:9]/[C:6]1[CH:7]=[CH:8][C:3]([O:2][CH3:1])=[CH:4][CH:5]=1. Isolated yield 100.0%. Run at time 1 hour. Procedure details: To a solution of the allylic alcohol obtained in step 1 (200 mg) in diethyl ether (3 ml) was added thionyl chloride (0.087 ml) and the solution was stirred at room temperature for 1 h. The solution was concentrated in vacuo to give 221 mg of the desired product (100%) as a colorless solid. Mp=70° C. Reactants: COC1=CC=C(C=C1)C(C=C)O (1-(4-Methoxy-phenyl)-prop-2-en-1-ol), S(=O)(Cl)Cl (thionyl chloride). Run in C(C)OCC (diethyl ether). Reactants: Clc1ccnc2cc(Br)ccc12, Cl, Nc1ccccc1C(=O)O. Product: O=C(O)c1ccccc1Nc1ccnc2cc(Br)ccc12. Reaction SMILES: [Br:1][c:2]1[cH:3][cH:4][c:5]2[c:6]([Cl:12])[cH:7][cH:8][n:9][c:10]2[cH:11]1.[ClH:23].[NH2:13][c:14]1[c:15]([C:16](=[O:17])[OH:18])[cH:19][cH:20][cH:21][cH:22]1>>[Br:1][c:2]1[cH:3][cH:4][c:5]2[c:6]([NH:13][c:14]3[c:15]([C:16](=[O:17])[OH:18])[cH:19][cH:20][cH:21][cH:22]3)[cH:7][cH:8][n:9][c:10]2[cH:11]1. Starting materials: O (water), Cl.Cl.ClC1=CN=C(C2=CC(=CC=C12)S(=O)(=O)N(C1(CCCC1)C(=O)O)CCN(C)C)NC(=N)N (N-[(4-Chloro-1-guanidino-7-isoquinolinyl)sulphonyl]-N-[2-(dimethylamino)ethyl]cycloleucine dihydrochloride), Cl.NC(=N)N (guanidine hydrochloride), Cl.C(C)OC(C1(N(CCN(C)C)S(=O)(=O)C2=CC=C3C(=CN=C(C3=C2)Cl)Cl)CCCC1)=O (N-[(1,4-Dichloro-7-isoquinolinyl)sulphonyl]-N-[2-(dimethylamino)ethyl]cycloleucine ethyl ester hydrochloride). Solvent: CS(=O)C (DMSO). Conditions: temperature 50 celsius. Yields the product Cl.Cl.C(C)OC(C1(N(CCN(C)C)S(=O)(=O)C2=CC=C3C(=CN=C(C3=C2)NC(=N)N)Cl)CCCC1)=O (N-[(4-chloro-1-guanidino-7-isoquinolinyl)sulphonyl]-N-[2-(dimethylamino)ethyl]cycloleucine ethyl ester dihydrochloride). Isolated yield 65.6%. As a reaction SMILES: Cl.Cl.[Cl:3]C1C2C(=CC(S(N(CCN(C)C)C3(C(O)=O)CCCC3)(=O)=O)=CC=2)C(NC(N)=N)=NC=1.Cl.[NH2:36][C:37]([NH2:39])=[NH:38].Cl.[CH2:41]([O:43][C:44](=[O:71])[C:45]1([CH2:70][CH2:69][CH2:68][CH2:67]1)[N:46]([S:52]([C:55]1[CH:64]=[C:63]2[C:58]([C:59]([Cl:66])=[CH:60][N:61]=[C:62]2[Cl:65])=[CH:57][CH:56]=1)(=[O:54])=[O:53])[CH2:47][CH2:48][N:49]([CH3:51])[CH3:50])[CH3:42].O>CS(C)=O>[ClH:3].[ClH:65].[CH2:41]([O:43][C:44](=[O:71])[C:45]1([CH2:70][CH2:69][CH2:68][CH2:67]1)[N:46]([S:52]([C:55]1[CH:64]=[C:63]2[C:58]([C:59]([Cl:66])=[CH:60][N:61]=[C:62]2[NH:38][C:37]([NH2:39])=[NH:36])=[CH:57][CH:56]=1)(=[O:54])=[O:53])[CH2:47][CH2:48][N:49]([CH3:51])[CH3:50])[CH3:42] |f:0.1.2,3.4,5.6,9.10.11|. Reported procedure: N-[(4-Chloro-1-guanidino-7-isoquinolinyl)sulphonyl]-N-[2-(dimethylamino)ethyl]cycloleucine dihydrochloride ##STR52## NaH (32 mg, 80% dispersion by wt in mineral oil, 1.05 mmol) was added in one portion to a stirred solution of guanidine hydrochloride (145 mg, 1.52 mmol) in DMSO (4 mL) and the mixture was heated at 50° C. under N2 for 20 min. N-[(1,4-Dichloro-7-isoquinolinyl)sulphonyl]-N-[2-(dimethylamino)ethyl]cycloleucine ethyl ester hydrochloride (160 mg, 0.305 mmol) was added in one portion a... The reactants are O=C(OCC)C1=CC(F)=CC=C1Br. The reagents and catalysts are O=C1C=CC=2C=CC=C(C3=CN=C(C=C3)C=4N=CC=CC4)C2N1, O1B(OC(C)(C)C1(C)C)B2OC(C)(C)C(O2)(C)C, [K].OC(C)(C)C, C[OH2+].C[OH2+].C1CC=CCCC=C1.C1CC=CCCC=C1.[Ir].[Ir]. Solvent: O1CCCC1. Run at temperature 80 celsius, time 12 hour. Yields the product O=C(OCC)C1=CC(F)=C(C=C1Br)B2OC(C)(C)C(O2)(C)C. Isolated yield 87.0%. Run in O (water), CC(=O)N(C)C (DMA). The reactants are S(=O)(O)[O-].[Na+] (sodium hydrogen sulfite), N (ammonia), CS(=O)C1=NC(=NC=C1C(=O)N)NC1=CC=C(C=C1)C[N+]1(CCOCC1)[O-] (4-methylsulfinyl-2-({4-[(N-oxidomorpholin -4-yl)methyl]phenyl}amino)pyrimidine-5-carboxamide), C(C)(C)N (isopropylamine), C(C)(C)N(CC)C(C)C (diisopropylethylamine). The product is O1CCN(CC1)CC1=CC=C(C=C1)NC1=NC=C(C(=N1)NC(C)C)C(=O)N (2-{[4-(morpholinomethyl)phenyl]amino}-4-(2-propylamino)pyrimidine-5-carboxamide). Conditions: temperature 80 celsius, time 3 hour. Procedure details: A mixture of 450 mg of 4-methylsulfinyl-2-({4-[(N-oxidomorpholin -4-yl)methyl]phenyl}amino)pyrimidine-5-carboxamide, 0.29 ml of isopropylamine, 0.24 ml of diisopropylethylamine and 5 ml of DMA was stirred at 80° C. for 3 hours. The reaction mixture was cooled down to room temperature, mixed with 8 ml of 5% sodium hydrogen sulfite, followed by stirring for 1 hour. The reaction mixture was adjusted to pH 9 by adding 0.5 ml of concentrated aqueous ammonia, diluted with water and then extracted with... Reaction SMILES: CS([C:4]1[C:9]([C:10]([NH2:12])=[O:11])=[CH:8][N:7]=[C:6]([NH:13][C:14]2[CH:19]=[CH:18][C:17]([CH2:20][N+:21]3([O-])[CH2:26][CH2:25][O:24][CH2:23][CH2:22]3)=[CH:16][CH:15]=2)[N:5]=1)=O.[CH:28]([NH2:31])([CH3:30])[CH3:29].C(N(C(C)C)CC)(C)C.S([O-])(O)=O.[Na+].N>O.CC(N(C)C)=O>[O:24]1[CH2:25][CH2:26][N:21]([CH2:20][C:17]2[CH:18]=[CH:19][C:14]([NH:13][C:6]3[N:5]=[C:4]([NH:31][CH:28]([CH3:30])[CH3:29])[C:9]([C:10]([NH2:12])=[O:11])=[CH:8][N:7]=3)=[CH:15][CH:16]=2)[CH2:22][CH2:23]1 |f:3.4|. Reactants: CCCCOC(=O)C(CCc1ccccc1)NC(C)C(=O)N(CC(=O)NC(Cc1ccccc1)C(=O)OC(C)(C)C)C1CCCC1, CC(C)=O, CCOC(C)=O, Cl. Product: Cl, CCCCOC(=O)C(CCc1ccccc1)NC(C)C(=O)N(CC(=O)NC(Cc1ccccc1)C(=O)O)C1CCCC1. RXN SMILES: [C:1]([CH3:2])([CH3:3])([CH3:4])[O:5][C:6]([CH:7]([NH:8][C:9]([CH2:10][N:11]([CH:12]1[CH2:13][CH2:14][CH2:15][CH2:16]1)[C:17]([CH:18]([NH:19][CH:20]([CH2:21][CH2:22][c:23]1[cH:24][cH:25][cH:26][cH:27][cH:28]1)[C:29](=[O:30])[O:31][CH2:32][CH2:33][CH2:34][CH3:35])[CH3:36])=[O:37])=[O:38])[CH2:39][c:40]1[cH:41][cH:42][cH:43][cH:44][cH:45]1)=[O:46].[CH3:47][C:48](=[O:49])[CH3:50].[CH3:52][CH2:53][O:54][C:55](=[O:56])[CH3:57].[ClH:51]>>[ClH:51].[O:5]=[C:6]([CH:7]([NH:8][C:9]([CH2:10][N:11]([CH:12]1[CH2:13][CH2:14][CH2:15][CH2:16]1)[C:17]([CH:18]([NH:19][CH:20]([CH2:21][CH2:22][c:23]1[cH:24][cH:25][cH:26][cH:27][cH:28]1)[C:29](=[O:30])[O:31][CH2:32][CH2:33][CH2:34][CH3:35])[CH3:36])=[O:37])=[O:38])[CH2:39][c:40]1[cH:41][cH:42][cH:43][cH:44][cH:45]1)[OH:46]. Starting materials: [OH-].[Na+] (sodium hydroxide), O.O.[Sn](Cl)Cl (tin(II) chloride dihydrate), [N+](=O)([O-])C=1C=C(C=CC1C)NC(C1=CC=C(C=C1)C#N)=O (N-(3-nitro-4-methylphenyl)-4-cyanobenzamide). Run in Cl (hydrochloric acid), C(C)(=O)O (acetic acid). Product: NC=1C=C(C=CC1C)NC(C1=CC=C(C=C1)C#N)=O (N-(3-amino-4-methylphenyl)-4-cyanobenzamide). Isolated yield 98.4%. RXN SMILES: O.O.[Sn](Cl)Cl.[N+:6]([C:9]1[CH:10]=[C:11]([NH:16][C:17](=[O:26])[C:18]2[CH:23]=[CH:22][C:21]([C:24]#[N:25])=[CH:20][CH:19]=2)[CH:12]=[CH:13][C:14]=1[CH3:15])([O-])=O.[OH-].[Na+]>Cl.C(O)(=O)C>[NH2:6][C:9]1[CH:10]=[C:11]([NH:16][C:17](=[O:26])[C:18]2[CH:23]=[CH:22][C:21]([C:24]#[N:25])=[CH:20][CH:19]=2)[CH:12]=[CH:13][C:14]=1[CH3:15] |f:0.1.2,4.5|. Reported procedure: A solution of tin(II) chloride dihydrate (15.4 g) in concentrated hydrochloric acid (80 ml) was added to a suspension of N-(3-nitro-4-methylphenyl)-4-cyanobenzamide (6.39 g) in acetic acid (120 ml). The mixture was stirred and heated to reflux for 2 hours. The mixture was allowed to cool to ambient temperature and was basified by the addition of 2N sodium hydroxide solution. The precipitated solid was isolated and dried under vacuum at 55° C. to give N-(3-amino-4-methylphenyl)-4-cyanobenzamide (...